Dataset: the Open Reaction Database (ORD), a public repository of structured organic reaction records. Task: describe an organic reaction: reactants, conditions, products, and yield Reactants: BrCc1ccc2nc(-c3ccccc3)oc2c1, CN(C)C=O, N#C[Na]. Product: N#CCc1ccc2nc(-c3ccccc3)oc2c1. As a reaction SMILES: [Br:1][CH2:2][c:3]1[cH:4][c:5]2[c:6]([n:7][c:8](-[c:10]3[cH:11][cH:12][cH:13][cH:14][cH:15]3)[o:9]2)[cH:16][cH:17]1.[CH3:21][N:22]([CH3:23])[CH:24]=[O:25].[Na:18][C:19]#[N:20]>>[CH2:2]([c:3]1[cH:4][c:5]2[c:6]([n:7][c:8](-[c:10]3[cH:11][cH:12][cH:13][cH:14][cH:15]3)[o:9]2)[cH:16][cH:17]1)[C:19]#[N:20]. Reactants: CCCCCCCOc1cc2c(cc1C(C)=Cc1ccc(C(=O)OC)cc1)C(C)(C)CCCS2(=O)=O, C1CCOC1, CCO, [Na+], [OH-]. Yields the product CCCCCCCOc1cc2c(cc1C(C)=Cc1ccc(C(=O)O)cc1)C(C)(C)CCCS2(=O)=O. As a reaction SMILES: [CH2:1]([CH2:2][CH2:3][CH2:4][CH2:5][CH2:6][CH3:7])[O:8][c:9]1[cH:10][c:11]2[c:12]([cH:22][c:23]1[C:24](=[CH:25][c:26]1[cH:27][cH:28][c:29]([C:30](=[O:31])[O:32][CH3:33])[cH:34][cH:35]1)[CH3:36])[C:13]([CH3:20])([CH3:21])[CH2:14][CH2:15][CH2:16][S:17]2(=[O:18])=[O:19].[CH2:39]1[O:40][CH2:41][CH2:42][CH2:43]1.[CH3:44][CH2:45][OH:46].[Na+:38].[OH-:37]>>[CH2:1]([CH2:2][CH2:3][CH2:4][CH2:5][CH2:6][CH3:7])[O:8][c:9]1[cH:10][c:11]2[c:12]([cH:22][c:23]1[C:24](=[CH:25][c:26]1[cH:27][cH:28][c:29]([C:30](=[O:31])[OH:32])[cH:34][cH:35]1)[CH3:36])[C:13]([CH3:20])([CH3:21])[CH2:14][CH2:15][CH2:16][S:17]2(=[O:18])=[O:19].